Dataset: the Open Reaction Database (ORD), a public repository of structured organic reaction records. Task: describe an organic reaction: reactants, conditions, products, and yield The reactants are OC1=CC=C(C=C1)C1=NOC(=C1)C(=O)N (3-(4-Hydroxy-phenyl)-isoxazole-5-carboxylic acid amide), COC1=C(CCl)C=CC=C1 (2-Methoxybenzyl chloride), OC1=CC=C(C=C1)C1=NOC(=C1)C(=O)N (3-(4-Hydroxy-phenyl)-isoxazole-5-carboxylic acid amide), C(=O)([O-])[O-].[K+].[K+] (K2CO3). Reagents/catalysts: [I-].C(CCC)[N+](CCCC)(CCCC)CCCC (tetrabutylammonium iodide). Run in CN(C)C=O (DMF). Conditions: time 8 hour. Yields the product COC1=C(COC2=CC=C(C=C2)C2=NOC(=C2)C(=O)N)C=CC=C1 (3-[4-(2-methoxy-benzyloxy)-phenyl]-isoxazole-5-carboxylic acid amide). Yield: 13.5%. As a reaction SMILES: [OH:1][C:2]1[CH:7]=[CH:6][C:5]([C:8]2[CH:12]=[C:11]([C:13]([NH2:15])=[O:14])[O:10][N:9]=2)=[CH:4][CH:3]=1.C([O-])([O-])=O.[K+].[K+].[CH3:22][O:23][C:24]1[CH:31]=[CH:30][CH:29]=[CH:28][C:25]=1[CH2:26]Cl>[I-].C([N+](CCCC)(CCCC)CCCC)CCC.CN(C=O)C>[CH3:22][O:23][C:24]1[CH:31]=[CH:30][CH:29]=[CH:28][C:25]=1[CH2:26][O:1][C:2]1[CH:3]=[CH:4][C:5]([C:8]2[CH:12]=[C:11]([C:13]([NH2:15])=[O:14])[O:10][N:9]=2)=[CH:6][CH:7]=1 |f:1.2.3,5.6|. Reported procedure: 3-(4-Hydroxy-phenyl)-isoxazole-5-carboxylic acid amide (which may be prepared as described in Preparation of Intermediate 2; 50 mg, 0.24 mmol), K2CO3 (37 mg, 0.27 mmol) and tetrabutylammonium iodide (9 mg, 0.024 mmol) were taken up in DMF (2.4 mL). 2-Methoxybenzyl chloride (42 mg, 0.27 mmol) was added and the reaction mixture was stirred at room temperature overnight. The solvent was evaporated and the residue was purified by high-throughput purification to give 3-[4-(2-methoxy-benzyloxy)-phenyl... Reactants: C(C)(C)(C)C=1C=C(C(=O)O)C=C(C1O)C(C)(C)C (3,5-di-t-butyl-4-hydroxybenzoic acid), C(C)(C)(C)C=1C=C(C(=O)OCCN)C=C(C1O)C(C)(C)C (N-(3,5-di-t-butyl-4'hydroxybenzoyloxyethyl)amine), C1(CCCCC1)N=C=NC1CCCCC1 (dicyclohexylcarbodiimide). The solvent is O1CCCC1 (tetrahydrofuran). The product is C(C)(C)(C)C=1C=C(C(=O)OCCNC(C2=CC(=C(C(=C2)C(C)(C)C)O)C(C)(C)C)=O)C=C(C1O)C(C)(C)C (N-(3',5'di-t-butyl-4'-hydroxybenzoyloxyethyl)-3,5-di-t-butyl-4-hydroxybenzamide). Reaction SMILES: [C:1]([C:5]1[CH:6]=[C:7]([CH:11]=[C:12]([C:15]([CH3:18])([CH3:17])[CH3:16])[C:13]=1[OH:14])[C:8](O)=[O:9])([CH3:4])([CH3:3])[CH3:2].[C:19]([C:23]1[CH:24]=[C:25]([CH:32]=[C:33]([C:36]([CH3:39])([CH3:38])[CH3:37])[C:34]=1[OH:35])[C:26]([O:28][CH2:29][CH2:30][NH2:31])=[O:27])([CH3:22])([CH3:21])[CH3:20].C1(N=C=NC2CCCCC2)CCCCC1>O1CCCC1>[C:19]([C:23]1[CH:24]=[C:25]([CH:32]=[C:33]([C:36]([CH3:39])([CH3:38])[CH3:37])[C:34]=1[OH:35])[C:26]([O:28][CH2:29][CH2:30][NH:31][C:8](=[O:9])[C:7]1[CH:11]=[C:12]([C:15]([CH3:16])([CH3:17])[CH3:18])[C:13]([OH:14])=[C:5]([C:1]([CH3:4])([CH3:3])[CH3:2])[CH:6]=1)=[O:27])([CH3:22])([CH3:21])[CH3:20]. Reported procedure: To a stirred solution of 25 grams (0.1 mole) of 3,5-di-t-butyl-4-hydroxybenzoic acid and 29.3 grams (0.1 mole) of N-(3,5-di-t-butyl-4'hydroxybenzoyloxyethyl)amine in 100 milliliters of drytetrahydrofuran was added dropwise a solution of 20.6 grams (0.1 mole) of dicyclohexylcarbodiimide in 75 milliliters of dry tetrahydrofuran. The mixture was stirred for several hours and the white solid (dicyclohexyl urea) was filtered off and discarded. Evaporation of the filtrate gave a product which was recr... Starting materials: C(C1=CC=CC=C1)(C1=CC=CC=C1)/N=C/C1=CC=C2C=CC(=NC2=C1)C1=CC=CC=C1 (Benzhydryl-[1-(2-phenyl-quinolin-7-yl)-meth-(E)-ylidene]-amine), ClC1=NC=CN=C1Cl (2,3-dichloropyrazine). Solvent: C1CCOC1 (THF). Run at temperature -5 celsius, time 20 minute. Yields the product ClC=1C(=NC=CN1)C(N)C1=CC=C2C=CC(=NC2=C1)C1=CC=CC=C1 ((3-chloropyrazin-2-yl)(2-phenylquinolin-7-yl)methanamine). Isolated yield 91.3%. RXN SMILES: C(/[N:14]=[CH:15]/[C:16]1[CH:25]=[C:24]2[C:19]([CH:20]=[CH:21][C:22]([C:26]3[CH:31]=[CH:30][CH:29]=[CH:28][CH:27]=3)=[N:23]2)=[CH:18][CH:17]=1)(C1C=CC=CC=1)C1C=CC=CC=1.Cl[C:33]1[C:38]([Cl:39])=[N:37][CH:36]=[CH:35][N:34]=1>C1COCC1>[Cl:39][C:38]1[C:33]([CH:15]([C:16]2[CH:25]=[C:24]3[C:19]([CH:20]=[CH:21][C:22]([C:26]4[CH:27]=[CH:28][CH:29]=[CH:30][CH:31]=4)=[N:23]3)=[CH:18][CH:17]=2)[NH2:14])=[N:34][CH:35]=[CH:36][N:37]=1. Procedure: Benzhydryl-[1-(2-phenyl-quinolin-7-yl)-meth-(E)-ylidene]-amine (12.50 g, 31.4 mmol) was added to a 500 mL rbf fitted with a thermocouple. The flask was degassed and filled with nitrogen. THF (150 mL) was added and the solid dissolved. The mixture was cooled to −5° C. and 1.0 M of HMDS sodium salt in THF (39.2 mL) was added within 5 min. The temperature increased slightly to −3° C. The blue solution was stirred for 20 min at 0° C. and then 2,3-dichloropyrazine (5.61 g, 37.6 mmol) in THF (10 ml) w... Starting materials: NCCN, ClCCl, COC(=O)c1nc(NCC(c2ccccc2)c2ccccc2)c2ncn(C3OC(CO)C(O)C3O)c2n1. Product: NCCNC(=O)c1nc(NCC(c2ccccc2)c2ccccc2)c2ncn(C3OC(CO)C(O)C3O)c2n1. As a reaction SMILES: [CH2:38]([CH2:39][NH2:40])[NH2:41].[Cl:42][CH2:43][Cl:44].[OH:1][CH:2]1[CH:3]([n:10]2[c:11]3[n:12][c:13]([C:34]([O:36][CH3:35])=[O:37])[n:14][c:15]([NH:19][CH2:20][CH:21]([c:22]4[cH:23][cH:24][cH:25][cH:26][cH:27]4)[c:28]4[cH:29][cH:30][cH:31][cH:32][cH:33]4)[c:16]3[n:17][cH:18]2)[O:4][CH:5]([CH2:8][OH:9])[CH:6]1[OH:7]>>[OH:1][CH:2]1[CH:3]([n:10]2[c:11]3[n:12][c:13]([C:34](=[O:36])[NH:41][CH2:38][CH2:39][NH2:40])[n:14][c:15]([NH:19][CH2:20][CH:21]([c:22]4[cH:23][cH:24][cH:25][cH:26][cH:27]4)[c:28]4[cH:29][cH:30][cH:31][cH:32][cH:33]4)[c:16]3[n:17][cH:18]2)[O:4][CH:5]([CH2:8][OH:9])[CH:6]1[OH:7]. The solvent is CO.O (MeOH H2O). Conditions: time 1 hour. As a reaction SMILES: [CH3:1][O:2][C:3]1[CH:8]=[C:7]([C:9]([F:12])([F:11])[F:10])[CH:6]=[CH:5][C:4]=1[C:13]1[C:22]2[C:17](=[CH:18][C:19]([S:24]([N:27](CC3C=CC(OC)=CC=3)[C:28]3[S:29][CH:30]=[CH:31][N:32]=3)(=[O:26])=[O:25])=[CH:20][C:21]=2[CH3:23])[N:16]=[CH:15][CH:14]=1>CO.O>[CH3:1][O:2][C:3]1[CH:8]=[C:7]([C:9]([F:12])([F:11])[F:10])[CH:6]=[CH:5][C:4]=1[C:13]1[C:22]2[C:17](=[CH:18][C:19]([S:24]([NH:27][C:28]3[S:29][CH:30]=[CH:31][N:32]=3)(=[O:25])=[O:26])=[CH:20][C:21]=2[CH3:23])[N:16]=[CH:15][CH:14]=1 |f:1.2|. Product: COC1=C(C=CC(=C1)C(F)(F)F)C1=CC=NC2=CC(=CC(=C12)C)S(=O)(=O)NC=1SC=CN1 (4-(2-methoxy-4-(trifluoromethyl)phenyl)-5-methyl-N-(thiazol-2-yl)quinoline-7-sulfonamide). The reactants are COC1=C(C=CC(=C1)C(F)(F)F)C1=CC=NC2=CC(=CC(=C12)C)S(=O)(=O)N(C=1SC=CN1)CC1=CC=C(C=C1)OC (4-(2-methoxy-4-(trifluoromethyl)phenyl)-N-(4-methoxybenzyl)-5-methyl-N-(thiazol-2-yl)quinoline-7-sulfonamide). The yield is 32.0%. Procedure: To a microwave vial charged with (2-methoxy-4-(trifluoromethyl)phenyl)boronic acid (3.16 mg, 0.014 mmol), 4-chloro-N-(4-methoxybenzyl)-5-methyl-N-(thiazol-2-yl)quinoline-7-sulfonamide (6 mg, 0.013 mmol), potassium phosphate tribasic (3.24 μl, 0.039 mmol) and 1,1-bis[(di-t-butyl-p-methylaminophenyl]palladium(ii) chloride (0.924 mg, 1.304 μmol) was added dioxane (52.3 μl) and water (17.44 μl). The mixture was irradiated at 100° C. for 30 min affording conversion to desired product according to LC-... The reactants are C(C1=CC=CC=C1)OC=1C=C2C(=C3C=CC=NC13)C(CN2C(=O)OC(C)(C)C)CCl (5-Benzyloxy-3-(tert-butyloxycarbonyl)-1-(chloromethyl)-2,3-dihydro-1H-pyrrolo[3,2-f]quinoline), Cl (HCl), Cl.CN(CCOC=1C=C2C=C(NC2=CC1)C(=O)O)C (5-[2-(Dimethylamino)ethoxy]-1-H-indole-2-carboxylic acid hydrochloride), CCN=C=NCCCN(C)C (EDCI). Run in CC(=O)N(C)C (DMA), O1CCOCC1 (dioxane). Run at time 20 hour. Yields the product C(C1=CC=CC=C1)OC=1C=C2C(=C3C=CC=NC13)C(CN2C(=O)C=2NC1=CC=C(C=C1C2)OCCN(C)C)CCl (2-[(2-{[5-(benzyloxy)-1-(chloromethyl)-1,2-dihydro-3H-pyrrolo[3,2-f]quinolin-3-yl]carbonyl}-1H-indol-5-yl)oxy]-N,N-dimethylethanamine). Isolated yield 84.3%. As a reaction SMILES: [CH2:1]([O:8][C:9]1[CH:10]=[C:11]2[N:21]([C:22](OC(C)(C)C)=[O:23])[CH2:20][CH:19]([CH2:29][Cl:30])[C:12]2=[C:13]2[C:18]=1[N:17]=[CH:16][CH:15]=[CH:14]2)[C:2]1[CH:7]=[CH:6][CH:5]=[CH:4][CH:3]=1.Cl.Cl.[CH3:33][N:34]([CH3:50])[CH2:35][CH2:36][O:37][C:38]1[CH:39]=[C:40]2[C:44](=[CH:45][CH:46]=1)[NH:43][C:42](C(O)=O)=[CH:41]2.CCN=C=NCCCN(C)C>CC(N(C)C)=O.O1CCOCC1>[CH2:1]([O:8][C:9]1[CH:10]=[C:11]2[N:21]([C:22]([C:42]3[NH:43][C:44]4[C:40]([CH:41]=3)=[CH:39][C:38]([O:37][CH2:36][CH2:35][N:34]([CH3:50])[CH3:33])=[CH:46][CH:45]=4)=[O:23])[CH2:20][CH:19]([CH2:29][Cl:30])[C:12]2=[C:13]2[C:18]=1[N:17]=[CH:16][CH:15]=[CH:14]2)[C:2]1[CH:3]=[CH:4][CH:5]=[CH:6][CH:7]=1 |f:2.3|. Procedure: A suspension of 14 (0.20 g, 0.47 mmol) in cooled (0° C.) dioxane (5 mL) was saturated with HCl, allowed to warm to r.t. over 2 h and evaporated. 5-[2-(Dimethylamino)ethoxy]-1-H-indole-2-carboxylic acid hydrochloride (0.13 g, 0.47 mmol) [Milbank et al., J. Med. Chem., 1999, 42, 649], EDCI (0.27 g, 1.42 mmol) and DMA (3 mL) were added to the remaining yellow solid, and the red mixture was stirred at r.t. for 20 h. The mixture was partitioned between EtOAc and 5% NaHCO3 solution. The aqueous layer ... The reactants are [N+](=O)([O-])C1=CN=C(N1CCOC(C)=O)C=1NC2=C(N1)C=CC=C2 (2-[5-nitro-1-(2-acetoxyethyl)-2-imidazolyl]-benzimidazole), Cl (hydrochloric acid). Solvent: C(C)O (ethanol). Yields the product [N+](=O)([O-])C1=CN=C(N1CCO)C=1NC2=C(N1)C=CC=C2 (2-[5-nitro-1-(2-hydroxyethyl)-2-imidazolyl]-benzimidazole). RXN SMILES: [N+:1]([C:4]1[N:8]([CH2:9][CH2:10][O:11]C(=O)C)[C:7]([C:15]2[NH:16][C:17]3[CH:23]=[CH:22][CH:21]=[CH:20][C:18]=3[N:19]=2)=[N:6][CH:5]=1)([O-:3])=[O:2].Cl>C(O)C>[N+:1]([C:4]1[N:8]([CH2:9][CH2:10][OH:11])[C:7]([C:15]2[NH:19][C:18]3[CH:20]=[CH:21][CH:22]=[CH:23][C:17]=3[N:16]=2)=[N:6][CH:5]=1)([O-:3])=[O:2]. Reported procedure: 3.5 mg. of 2-[5-nitro-1-(2-acetoxyethyl)-2-imidazolyl]-benzimidazole are boiled for 1 hour in 8 ml. of ethanol with 4 ml. of concentrated aqueous hydrochloric acid. After concentrating the reaction mixture to dryness, the residue is digested with methanol. After vacuum-filtering, 226 mg. of 2-[5-nitro-1-(2-hydroxyethyl)-2-imidazolyl]-benzimidazole is obtained, m.p. 217°-219° C.